Dataset: the Open Reaction Database (ORD), a public repository of structured organic reaction records. Task: describe an organic reaction: reactants, conditions, products, and yield Yields the product CC(COc1ccccc1)Oc1c(C(=O)O)ccc2ccccc12. Reaction SMILES: [CH2:28]1[O:29][CH2:30][CH2:31][CH2:32]1.[CH3:1][O:2][C:3](=[O:4])[c:5]1[c:6]([O:15][CH:16]([CH2:17][O:18][c:19]2[cH:20][cH:21][cH:22][cH:23][cH:24]2)[CH3:25])[c:7]2[cH:8][cH:9][cH:10][cH:11][c:12]2[cH:13][cH:14]1.[CH3:33][OH:34].[Na+:27].[OH-:26]>>[O:2]=[C:3]([OH:4])[c:5]1[c:6]([O:15][CH:16]([CH2:17][O:18][c:19]2[cH:20][cH:21][cH:22][cH:23][cH:24]2)[CH3:25])[c:7]2[cH:8][cH:9][cH:10][cH:11][c:12]2[cH:13][cH:14]1. Reactants: C1CCOC1, COC(=O)c1ccc2ccccc2c1OC(C)COc1ccccc1, CO, [Na+], [OH-]. The reactants are COC=1C=C(C=CC1OC)CC(=O)O (3,4-dimethoxyphenylacetic acid), CCOC1C=CC2=CC=CC=C2N1C(=O)OCC (EEDQ), NC(C)(C)C(O)C1=CC(=CC=C1)OC (α-(1-amino-1-methylethyl)-3-methoxybenzenemethanol). Solvent: O1CCCC1 (tetrahydrofuran). Reaction conditions: temperature 65 celsius. Yields the product OC(C(C)(C)NC(CC1=CC(=C(C=C1)OC)OC)=O)C1=CC(=CC=C1)OC (N-(β-hydroxy-3-methoxy-α,α-dimethylphenethyl)-3,4-dimethoxybenzeneacetamide). The yield is 72.0%. Reaction SMILES: [CH3:1][O:2][C:3]1[CH:4]=[C:5]([CH2:11][C:12]([OH:14])=O)[CH:6]=[CH:7][C:8]=1[O:9][CH3:10].CCOC1N(C(OCC)=O)C2C(=CC=CC=2)C=C1.[NH2:33][C:34]([CH:37]([C:39]1[CH:44]=[CH:43][CH:42]=[C:41]([O:45][CH3:46])[CH:40]=1)[OH:38])([CH3:36])[CH3:35]>O1CCCC1>[OH:38][CH:37]([C:39]1[CH:44]=[CH:43][CH:42]=[C:41]([O:45][CH3:46])[CH:40]=1)[C:34]([NH:33][C:12](=[O:14])[CH2:11][C:5]1[CH:6]=[CH:7][C:8]([O:9][CH3:10])=[C:3]([O:2][CH3:1])[CH:4]=1)([CH3:36])[CH3:35]. Procedure: A solution of 50 g. (0.26 mole) of 3,4-dimethoxyphenylacetic acid, 68 g. (0.28 mole) of EEDQ and 50 g. (0.26 mole) of α-(1-amino-1-methylethyl)-3-methoxybenzenemethanol in 450 ml. tetrahydrofuran are stirred for three days at 25° C., and then heated for 5 hours at 65° C. Tetrahydrofuran is evaporated in vacuo, and the residue is taken up with ice and 10% aqueous H2SO4 solution to pH 2. The amide is extracted twice with 500 ml. ethyl acetate. The combined organic extracts are washed with 500 ml. ...